Dataset: the Open Reaction Database (ORD), a public repository of structured organic reaction records. Task: describe an organic reaction: reactants, conditions, products, and yield Reactants: COC1=C(C(=O)OC(C)(C)C)N2C(=O)C(NC(=O)c3ccccc3)C2OC1, CCNCC, ClCCl, CO, ClP(Cl)(Cl)(Cl)Cl, c1ccncc1. Yields the product COC1=C(C(=O)OC(C)(C)C)N2C(=O)C(N)C2OC1. Reaction SMILES: [C:13](=[O:14])([c:15]1[cH:16][cH:17][cH:18][cH:19][cH:20]1)[NH:21][CH:22]1[CH:23]2[O:24][CH2:25][C:26]([O:38][CH3:39])=[C:27]([C:31](=[O:32])[O:33][C:34]([CH3:35])([CH3:36])[CH3:37])[N:28]2[C:29]1=[O:30].[CH2:40]([NH:41][CH2:42][CH3:43])[CH3:44].[CH2:45]([Cl:46])[Cl:47].[CH3:48][OH:49].[Cl:7][P:8]([Cl:9])([Cl:10])([Cl:11])[Cl:12].[cH:1]1[cH:2][cH:3][n:4][cH:5][cH:6]1>>[NH2:21][CH:22]1[CH:23]2[O:24][CH2:25][C:26]([O:38][CH3:39])=[C:27]([C:31](=[O:32])[O:33][C:34]([CH3:35])([CH3:36])[CH3:37])[N:28]2[C:29]1=[O:30]. The reactants are CC(C)(C)[O-], CS(C)=O, [K+], Nc1ncc(-c2cc(Nc3cnc4ccccc4c3)nc(N3CCOCC3)n2)cn1, Oc1cccnc1. The product is Nc1ncc(-c2cc(Oc3cccnc3)nc(N3CCOCC3)n2)cn1. As a reaction SMILES: [CH3:31][C:32]([CH3:33])([O-:34])[CH3:35].[CH3:44][S:45]([CH3:46])=[O:47].[K+:36].[NH2:1][c:2]1[n:3][cH:4][c:5](-[c:8]2[cH:9][c:10]([NH:20][c:21]3[cH:22][n:23][c:24]4[c:25]([cH:26]3)[cH:27][cH:28][cH:29][cH:30]4)[n:11][c:12]([N:14]3[CH2:15][CH2:16][O:17][CH2:18][CH2:19]3)[n:13]2)[cH:6][n:7]1.[n:37]1[cH:38][c:39]([OH:43])[cH:40][cH:41][cH:42]1>>[NH2:1][c:2]1[n:3][cH:4][c:5](-[c:8]2[cH:9][c:10]([O:43][c:39]3[cH:38][n:37][cH:42][cH:41][cH:40]3)[n:11][c:12]([N:14]3[CH2:15][CH2:16][O:17][CH2:18][CH2:19]3)[n:13]2)[cH:6][n:7]1. Starting materials: [H-].[Na+] (sodium hydride), ICCCC(C)([N+](=O)[O-])C (1-iodo-4-methyl-4-nitro-pentane), FC1=CC2=C(N(C(N2)=O)C)C=C1 (5-fluoro-1-methyl-1,3-dihydro-benzimidazol-2-one). Run in CN(C)C=O (DMF), CN(C)C=O (DMF). Run at time 8 hour. Yields the product FC1=CC2=C(N(C(N2CCCC(C)([N+](=O)[O-])C)=O)C)C=C1 (5-fluoro-1-methyl-3-(4-methyl-4-nitro-pentyl)-1,3-dihydro-benzimidazol-2-one). Reaction SMILES: [H-].[Na+].I[CH2:4][CH2:5][CH2:6][C:7]([CH3:12])([N+:9]([O-:11])=[O:10])[CH3:8].[F:13][C:14]1[CH:24]=[CH:23][C:17]2[N:18]([CH3:22])[C:19](=[O:21])[NH:20][C:16]=2[CH:15]=1>CN(C=O)C>[F:13][C:14]1[CH:24]=[CH:23][C:17]2[N:18]([CH3:22])[C:19](=[O:21])[N:20]([CH2:4][CH2:5][CH2:6][C:7]([CH3:12])([N+:9]([O-:11])=[O:10])[CH3:8])[C:16]=2[CH:15]=1 |f:0.1|. Procedure details: First of all 0.624 g (13.9 mmol) 60% sodium hydride and then, with cooling, 4.6 g (17.8 mmol) 1-iodo-4-methyl-4-nitro-pentane in 10 mL DMF are added to a solution of 2.1 g (12.6 mmol) 5-fluoro-1-methyl-1,3-dihydro-benzimidazol-2-one in DMF. The reaction mixture is stirred overnight at ambient temperature, then poured onto water and extracted with diethyl ether. The organic phases are evaporated down and the residue is recrystallised from isopropylether. Yield: 1.8 g (48%); mass spectroscopy [M+H...